This data is from the Open Reaction Database (ORD), a public repository of structured organic reaction records. The task is: describe an organic reaction: reactants, conditions, products, and yield Starting materials: Cc1ccc(S(=O)(=O)OCC2CCc3ccc(S(C)(=O)=O)cc3O2)cc1, NCCCF. Product: CS(=O)(=O)c1ccc2c(c1)OC(CNCCCF)CC2. As a reaction SMILES: [CH3:1][c:2]1[cH:3][cH:4][c:5]([S:6]([O:7][CH2:12][CH:13]2[O:14][c:15]3[cH:16][c:17]([S:23](=[O:24])(=[O:25])[CH3:26])[cH:18][cH:19][c:20]3[CH2:21][CH2:22]2)(=[O:8])=[O:9])[cH:10][cH:11]1.[F:27][CH2:28][CH2:29][CH2:30][NH2:31]>>[CH2:12]([CH:13]1[O:14][c:15]2[cH:16][c:17]([S:23](=[O:24])(=[O:25])[CH3:26])[cH:18][cH:19][c:20]2[CH2:21][CH2:22]1)[NH:31][CH2:30][CH2:29][CH2:28][F:27]. Starting materials: CC(C)C(=O)NC1CCc2[nH]c3ccc(C#N)cc3c2C1, CCOC(C)=O, CCOCC, ClCc1cscn1, Cl, [H-], [Na+], [Na+], O=C([O-])O, CN(C)C=O. Yields the product CC(C)C(=O)NC1CCc2c(c3cc(C#N)ccc3n2Cc2cscn2)C1. RXN SMILES: [C:14](#[N:15])[c:16]1[cH:17][c:18]2[c:19]3[c:24]([nH:25][c:26]2[cH:27][cH:28]1)[CH2:23][CH2:22][CH:21]([NH:29][C:30]([CH:31]([CH3:32])[CH3:33])=[O:34])[CH2:20]3.[CH3:42][CH2:43][O:44][C:45]([CH3:46])=[O:47].[CH3:48][CH2:49][O:50][CH2:51][CH3:52].[Cl:2][CH2:3][c:4]1[n:5][cH:6][s:7][cH:8]1.[ClH:1].[H-:35].[Na+:13].[Na+:36].[O-:9][C:10]([OH:11])=[O:12].[O:37]=[CH:38][N:39]([CH3:40])[CH3:41]>>[CH2:3]([c:4]1[n:5][cH:6][s:7][cH:8]1)[n:25]1[c:24]2[c:19]([c:18]3[cH:17][c:16]([C:14]#[N:15])[cH:28][cH:27][c:26]31)[CH2:20][CH:21]([NH:29][C:30]([CH:31]([CH3:32])[CH3:33])=[O:34])[CH2:22][CH2:23]2. Reactants: NC=1C=C(C=CC1O)CC(=O)OC (Methyl 3-amino-4-hydroxyphenylacetate), C(C)(=O)O (acetic acid), C(=S)(N1C=NC=C1)N1C=NC=C1 (1,1′-thiocarbonyldiimidazole), resultant mixture. The solvent is C1(=CC=CC=C1)C (toluene). Product: S=C1OC2=C(N1)C=C(C=C2)CC(=O)OC (methyl (2,3-dihydro-2-thioxo-5-benzoxazolyl)acetate). Yield: 92.6%. As a reaction SMILES: [NH2:1][C:2]1[CH:3]=[C:4]([CH2:9][C:10]([O:12][CH3:13])=[O:11])[CH:5]=[CH:6][C:7]=1[OH:8].[C:14](N1C=CN=C1)(N1C=CN=C1)=[S:15].C(O)(=O)C>C1(C)C=CC=CC=1>[S:15]=[C:14]1[NH:1][C:2]2[CH:3]=[C:4]([CH2:9][C:10]([O:12][CH3:13])=[O:11])[CH:5]=[CH:6][C:7]=2[O:8]1. Procedure details: Methyl 3-amino-4-hydroxyphenylacetate (5.43 g, 0.03 mol) was suspended in toluene (60 ml) and 1,1′-thiocarbonyldiimidazole (5.34 g, 0.03 mol) was added. The resultant mixture was stirred for 30 minutes, then acetic acid (10 ml) was added and the mixture was heated under reflux for 3 hours. The mixture was cooled to room temperature and the solvent was removed in vacuo. The residue was partitioned between water and ethyl acetate The organic extract was dried over magnesium sulfate, filtered and t... Starting materials: Cc1onc(-c2c(F)cccc2Cl)c1C(=O)Cl, CC(C)C(=O)Nc1cccc(C2CCN(CCCCO)CC2)c1. Yields the product Cc1onc(-c2c(F)cccc2Cl)c1C(=O)OCCCCN1CCC(c2cccc(NC(=O)C(C)C)c2)CC1. RXN SMILES: [Cl:24][c:25]1[c:26](-[c:32]2[n:33][o:34][c:35]([CH3:40])[c:36]2[C:37](=[O:38])[Cl:39])[c:27]([F:31])[cH:28][cH:29][cH:30]1.[OH:1][CH2:2][CH2:3][CH2:4][CH2:5][N:6]1[CH2:7][CH2:8][CH:9]([c:12]2[cH:13][c:14]([NH:18][C:19]([CH:20]([CH3:21])[CH3:22])=[O:23])[cH:15][cH:16][cH:17]2)[CH2:10][CH2:11]1>>[O:1]([CH2:2][CH2:3][CH2:4][CH2:5][N:6]1[CH2:7][CH2:8][CH:9]([c:12]2[cH:13][c:14]([NH:18][C:19]([CH:20]([CH3:21])[CH3:22])=[O:23])[cH:15][cH:16][cH:17]2)[CH2:10][CH2:11]1)[C:37]([c:36]1[c:32](-[c:26]2[c:25]([Cl:24])[cH:30][cH:29][cH:28][c:27]2[F:31])[n:33][o:34][c:35]1[CH3:40])=[O:38]. Starting materials: C1(=CC=C(C=C1)CN1CCNCCCNCCNCCC1)CN1CCNCCCNCCNCCC1 (1,1'[1,4-phenylene-bis-(methylene)]-bis-1,4,8,11-tetraazacyclotetradecane), C(C)(=O)[O-].[Cu+2].C(C)(=O)[O-] (copper(II) acetate). Conditions: time 1 hour. Yields the product O.O.O.O.O.O.C(C)(=O)[O-].C(C)(=O)[O-].[Cu+2].C1(=CC=C(C=C1)CN1CCNCCCNCCNCCC1)CN1CCNCCCNCCNCCC1 (1,1'-[1,4-phenylene-bis-(methylene)]-bis-1,4,8,11-tetraazacyclotetradecane copper diacetate hexahydrate). Isolated yield 152.8%. Reaction SMILES: [C:1]1([CH2:22][N:23]2[CH2:36][CH2:35][CH2:34][NH:33][CH2:32][CH2:31][NH:30][CH2:29][CH2:28][CH2:27][NH:26][CH2:25][CH2:24]2)[CH:6]=[CH:5][C:4]([CH2:7][N:8]2[CH2:21][CH2:20][CH2:19][NH:18][CH2:17][CH2:16][NH:15][CH2:14][CH2:13][CH2:12][NH:11][CH2:10][CH2:9]2)=[CH:3][CH:2]=1.[C:37]([O-:40])(=[O:39])[CH3:38].[Cu+2:41].[C:42]([O-:45])(=[O:44])[CH3:43]>>[OH2:39].[OH2:44].[OH2:39].[OH2:39].[OH2:39].[OH2:39].[C:37]([O-:40])(=[O:39])[CH3:38].[C:42]([O-:45])(=[O:44])[CH3:43].[Cu+2:41].[C:4]1([CH2:7][N:8]2[CH2:21][CH2:20][CH2:19][NH:18][CH2:17][CH2:16][NH:15][CH2:14][CH2:13][CH2:12][NH:11][CH2:10][CH2:9]2)[CH:5]=[CH:6][C:1]([CH2:22][N:23]2[CH2:36][CH2:35][CH2:34][NH:33][CH2:32][CH2:31][NH:30][CH2:29][CH2:28][CH2:27][NH:26][CH2:25][CH2:24]2)=[CH:2][CH:3]=1 |f:1.2.3,4.5.6.7.8.9.10.11.12.13|. Reported procedure: To a stirred solution of 1,1'[1,4-phenylene-bis-(methylene)]-bis-1,4,8,11-tetraazacyclotetradecane (100 mg) was added copper(II) acetate (72 mg, 2.0 eq) in one portion. The solution became dark blue/purple in colour almost immediately. The mixture was stirred for one hour then triturated with ether to give a blue precipitate. The blue solid was filtered off and dried giving 1,1'-[1,4-phenylene-bis-(methylene)]-bis-1,4,8,11-tetraazacyclotetradecane copper diacetate hexahydrate (80 mg, 46%).